Dataset: the Open Reaction Database (ORD), a public repository of structured organic reaction records. Task: describe an organic reaction: reactants, conditions, products, and yield Starting materials: CCN=C=NCCCN(C)C, CCN(C(C)C)C(C)C, COc1ccc(Cn2nc(N3CC4CN(C(=O)OC(C)(C)C)CC4C3)c3c(Oc4ccc(N)cc4F)ccnc32)cc1, Cl, O=C(O)c1ccnn(-c2ccc(F)cc2)c1=O, CN(C)C=O, On1nnc2ccccc21. Product: COc1ccc(Cn2nc(N3CC4CN(C(=O)OC(C)(C)C)CC4C3)c3c(Oc4ccc(NC(=O)c5ccnn(-c6ccc(F)cc6)c5=O)cc4F)ccnc32)cc1. RXN SMILES: [CH2:61]([N:62]=[C:63]=[N:64][CH2:65][CH2:66][CH2:67][N:68]([CH3:69])[CH3:70])[CH3:71].[CH2:82]([N:83]([CH:84]([CH3:85])[CH3:86])[CH:87]([CH3:88])[CH3:89])[CH3:90].[CH3:1][O:2][c:3]1[cH:4][cH:5][c:6]([CH2:7][n:8]2[n:9][c:10]([N:26]3[CH2:27][CH:28]4[CH:29]([CH2:30]3)[CH2:31][N:32]([C:34](=[O:35])[O:36][C:37]([CH3:38])([CH3:39])[CH3:40])[CH2:33]4)[c:11]3[c:12]2[n:13][cH:14][cH:15][c:16]3[O:17][c:18]2[c:19]([F:25])[cH:20][c:21]([NH2:24])[cH:22][cH:23]2)[cH:41][cH:42]1.[ClH:60].[F:43][c:44]1[cH:45][cH:46][c:47](-[n:50]2[n:51][cH:52][cH:53][c:54]([C:57](=[O:58])[OH:59])[c:55]2=[O:56])[cH:48][cH:49]1.[O:91]=[CH:92][N:93]([CH3:94])[CH3:95].[n:72]1([OH:73])[c:74]2[cH:75][cH:76][cH:77][cH:78][c:79]2[n:80][n:81]1>>[CH3:1][O:2][c:3]1[cH:4][cH:5][c:6]([CH2:7][n:8]2[n:9][c:10]([N:26]3[CH2:27][CH:28]4[CH:29]([CH2:30]3)[CH2:31][N:32]([C:34](=[O:35])[O:36][C:37]([CH3:38])([CH3:39])[CH3:40])[CH2:33]4)[c:11]3[c:12]2[n:13][cH:14][cH:15][c:16]3[O:17][c:18]2[c:19]([F:25])[cH:20][c:21]([NH:24][C:57]([c:54]3[cH:53][cH:52][n:51][n:50](-[c:47]4[cH:46][cH:45][c:44]([F:43])[cH:49][cH:48]4)[c:55]3=[O:56])=[O:58])[cH:22][cH:23]2)[cH:41][cH:42]1.